Dataset: the Open Reaction Database (ORD), a public repository of structured organic reaction records. Task: describe an organic reaction: reactants, conditions, products, and yield The solvent is CC#N (MeCN). Product: Cc1cnc(cc1Cc2ccc(cc2)c3cscn3)C(=O)O. The reactants are C(c1ccc(cc1)c1cscn1)Br, c1c(c(cc(n1)C(OCC)=O)B1OC(C(O1)(C)C)(C)C)C. Run at temperature 100 celsius, time 18 hour. RXN SMILES: Br[CH2:1][c:2]1[cH:7][cH:6][c:5]([c:8]2[n:12][cH:11][s:10][cH:9]2)[cH:4][cH:3]1.CC[O:13][C:14]([c:16]1[n:22][cH:21][c:19]([CH3:20])[c:18](B2OC(C)(C)C(C)(C)O2)[cH:17]1)=[O:15]>>[CH3:20][c:19]1[c:18]([CH2:1][c:2]2[cH:7][cH:6][c:5]([c:8]3[n:12][cH:11][s:10][cH:9]3)[cH:4][cH:3]2)[cH:17][c:16]([C:14]([OH:13])=[O:15])[n:22][cH:21]1. Reagents/catalysts: c1ccc(cc1)-c2c3ccccc3cc4ccccc24 (9-Phenylanthracene), [O-]P(=O)([O-])[O-].[K+].[K+].[K+]   (K3PO4), O (water), [Pd].C(P(C(C)(C)C)C(C)(C)C)(C)(C)C.C(P(C(C)(C)C)C(C)(C)C)(C)(C)C (Pd(P(tBu)3)2).